Dataset: the Open Reaction Database (ORD), a public repository of structured organic reaction records. Task: describe an organic reaction: reactants, conditions, products, and yield The reactants are N1CCC(C(=O)O)CC1 (isonipecotic acid), Cl (Hydrochloric acid), CN1CCC(CC1)C(=O)O (1-Methylpiperidine-4-carboxylic acid), C(=O)O (formic acid), C=O (formaldehyde). Reagents/catalysts: [Pd] (palladium on charcoal). Run at temperature 92.5 celsius. The product is Cl.CN1CCC(CC1)C(=O)O (1-Methylpiperidine-4-carboxylic acid Hydrochloride). The yield is 80.0%. Reaction SMILES: N1CCC(C(O)=O)CC1.C(O)=O.C=O.[ClH:15].[CH3:16][N:17]1[CH2:22][CH2:21][CH:20]([C:23]([OH:25])=[O:24])[CH2:19][CH2:18]1>[Pd]>[ClH:15].[CH3:16][N:17]1[CH2:22][CH2:21][CH:20]([C:23]([OH:25])=[O:24])[CH2:19][CH2:18]1 |f:6.7|. Procedure: Charge isonipecotic acid (1.00 wt, 1.0 eq, 600 g) to a reaction vessel. Charge palladium on charcoal (10% wt, 50% wet paste, 0.05 wt, 30 g) to the reaction vessel. Charge purified water (4.0 vol, 2.4 L) to the reaction vessel. Heat the resulting mixture to 90 to 95° C. Charge formic acid (1.2 vol, 1.4 wt, 4.0 eq, 720 mL) to the vessel at 90 to 95° C. (expected addition time 20 to 40 minutes). Charge a line rinse of purified water (0.5 vol, 300 mL) to the vessel at 90 to 95° C. Charge formaldehyd...